Dataset: the Open Reaction Database (ORD), a public repository of structured organic reaction records. Task: describe an organic reaction: reactants, conditions, products, and yield Isolated yield 46.0%. Solvent: [Cl-].[Na+].O (brine), CS(=O)C (DMSO), CS(=O)C (DMSO). Procedure details: Trimethylsulfoxonium iodide (3.98 g, 18.08 mmol) was added in small portions to a suspension of NaH [0.72 g (60% in mineral oil), 18.08 mmol] in dry DMSO (20 mL). The mixture was stirred until gas evolution ceased and a clear solution was formed (1.5 h). Then, a solution of ethyl(E)-ethyl 3-(4-(allyloxy)phenyl)acrylate (Intermediate E, 4.00 g, 17.22 mmol) in DMSO (10 mL) was trasferred via cannula and the reaction was stirred for additional 1 h. The mixture was poured into brine (150 mL) and ext... The product is C(C=C)OC1=CC=C(C=C1)[C@H]1[C@@H](C1)C(=O)OCC ((trans)-ethyl 2-(4-(allyloxy)phenyl)cyclopropanecarboxylate). Reactants: C(C=C)OC1=CC=C(C=C1)/C=C/C(=O)OCC ((E)-ethyl 3-(4-(allyloxy)phenyl)acrylate), [I-].C[S+](=O)(C)C (Trimethylsulfoxonium iodide), [H-].[Na+] (NaH), C(C=C)OC1=CC=C(C=C1)/C=C/C(=O)OCC ((E)-ethyl 3-(4-(allyloxy)phenyl)acrylate), CCOCC (Et2O). Reaction SMILES: [I-].C[S+](C)(C)=O.[H-].[Na+].[CH2:9]([O:12][C:13]1[CH:18]=[CH:17][C:16](/[CH:19]=[CH:20]/[C:21]([O:23][CH2:24][CH3:25])=[O:22])=[CH:15][CH:14]=1)[CH:10]=[CH2:11].[CH3:26]COCC>CS(C)=O.[Cl-].[Na+].O>[CH2:9]([O:12][C:13]1[CH:18]=[CH:17][C:16]([C@@H:19]2[CH2:26][C@H:20]2[C:21]([O:23][CH2:24][CH3:25])=[O:22])=[CH:15][CH:14]=1)[CH:10]=[CH2:11] |f:0.1,2.3,7.8.9|. Starting materials: ClC(C)C1=C(C=CC=C1)[N+](=O)[O-] (1-(1-chlorethyl)-2-nitrobenzene), CC(C)[S-].[Na+] (sodium 2-propanethiolate). The solvent is C(C)#N (acetonitrile), C(C)#N (acetonitrile). Conditions: temperature 40 celsius, time 16 hour. The product is C(C)(C)SC(C)C1=C(C=CC=C1)[N+](=O)[O-] (1-[1-(isopropylthio)ethyl]-2-nitrobenzene). Yield: 63.2%. As a reaction SMILES: Cl[CH:2]([C:4]1[CH:9]=[CH:8][CH:7]=[CH:6][C:5]=1[N+:10]([O-:12])=[O:11])[CH3:3].[CH3:13][CH:14]([S-:16])[CH3:15].[Na+]>C(#N)C>[CH:14]([S:16][CH:2]([C:4]1[CH:9]=[CH:8][CH:7]=[CH:6][C:5]=1[N+:10]([O-:12])=[O:11])[CH3:3])([CH3:15])[CH3:13] |f:1.2|. Procedure: In a 1 liter three-necked flask equipped with a stirrer, dropping funnel and thermometer, 63 g 1-(1-chlorethyl)-2-nitrobenzene (VIII-1) (purity 99.4%, 0.337 mols) in 20 ml acetonitrile are added dropwise at 30-40° C. to 34.8 g (0.354 mol) sodium 2-propanethiolate in 450 ml acetonitrile. The suspension is stirred at 40° C. for another 16 hours, then cooled, and the solvent is removed under vacuum. The residue remaining is dissolved in dichloromethane, washed, dried over sodium sulfate, and the so...